From a dataset of the Open Reaction Database (ORD), a public repository of structured organic reaction records. describe an organic reaction: reactants, conditions, products, and yield The product is CCCCOc1ccc(C(=O)Nc2ccc(N3CC4CN(C)CC4C3)cc2)cc1. Reaction SMILES: [CH2:1]([CH2:2][CH2:3][CH3:4])[O:5][c:6]1[cH:7][cH:8][c:9]([C:10](=[O:11])[OH:12])[cH:13][cH:14]1.[CH3:15][N:16]1[CH2:17][CH:18]2[CH:19]([CH2:20]1)[CH2:21][N:22]([c:24]1[cH:25][cH:26][c:27]([NH2:30])[cH:28][cH:29]1)[CH2:23]2>>[CH2:1]([CH2:2][CH2:3][CH3:4])[O:5][c:6]1[cH:7][cH:8][c:9]([C:10](=[O:12])[NH:30][c:27]2[cH:26][cH:25][c:24]([N:22]3[CH2:21][CH:19]4[CH:18]([CH2:17][N:16]([CH3:15])[CH2:20]4)[CH2:23]3)[cH:29][cH:28]2)[cH:13][cH:14]1. Starting materials: CCCCOc1ccc(C(=O)O)cc1, CN1CC2CN(c3ccc(N)cc3)CC2C1. Starting materials: ClC1=CC=C2C(C(=CN(C2=C1)C)CSC)=O (7-chloro-1-methyl-3-methylthiomethyl-4-quinolone), ClC1=CC(=CC=C1)C(=O)OO (3-chloroperbenzoic acid). As a reaction SMILES: [Cl:1][C:2]1[CH:11]=[C:10]2[C:5]([C:6](=[O:16])[C:7]([CH2:13][S:14][CH3:15])=[CH:8][N:9]2[CH3:12])=[CH:4][CH:3]=1.ClC1C=CC=C(C(OO)=[O:25])C=1>>[Cl:1][C:2]1[CH:11]=[C:10]2[C:5]([C:6](=[O:16])[C:7]([CH2:13][S:14]([CH3:15])=[O:25])=[CH:8][N:9]2[CH3:12])=[CH:4][CH:3]=1. Procedure details: In a similar manner to that described in Example 4 7-chloro-1-methyl-3-methylthiomethyl-4-quinolone was oxidised with 3-chloroperbenzoic acid to give the novel 7-chloro-1-methyl-3-methylsulphinylmethyl-4-quinolone m.p. 180°-181° (from dichloromethane:petroleum ether (b.p. 60°-80°)). The product is ClC1=CC=C2C(C(=CN(C2=C1)C)CS(=O)C)=O (7-chloro-1-methyl-3-methylsulphinylmethyl-4-quinolone). The reactants are C(C)OC(C(C)NC=1OC(=NN1)C1=C(C=NC=C1)NC1=C(C=C(C=C1)I)F)=O (2-{5-[3-(2-Fluoro-4-iodo-phenylamino)-pyridin-4-yl]-[1,3,4]oxadiazol-2-ylamino}-propionic acid ethyl ester), [Li+].[OH-] (LiOH), Cl (HCl). Solvent: CCOC(=O)C (EtOAc), C1CCOC1.O (THF H2O). Conditions: time 2 hour. The product is FC1=C(C=CC(=C1)I)NC=1C=NC=CC1C1=NN=C(O1)NC(C(=O)O)C (2-{5-[3-(2-Fluoro-4-iodo-phenylamino)-pyridin-4-yl]-[1,3,4]oxadiazol-2-ylamino}-propionic acid). The yield is 97.1%. RXN SMILES: C([O:3][C:4](=[O:28])[CH:5]([NH:7][C:8]1[O:9][C:10]([C:13]2[CH:18]=[CH:17][N:16]=[CH:15][C:14]=2[NH:19][C:20]2[CH:25]=[CH:24][C:23]([I:26])=[CH:22][C:21]=2[F:27])=[N:11][N:12]=1)[CH3:6])C.[Li+].[OH-].Cl>C1COCC1.O.CCOC(C)=O>[F:27][C:21]1[CH:22]=[C:23]([I:26])[CH:24]=[CH:25][C:20]=1[NH:19][C:14]1[CH:15]=[N:16][CH:17]=[CH:18][C:13]=1[C:10]1[O:9][C:8]([NH:7][CH:5]([CH3:6])[C:4]([OH:28])=[O:3])=[N:12][N:11]=1 |f:1.2,4.5|. Procedure details: A mixture of 2-{5-[3-(2-Fluoro-4-iodo-phenylamino)-pyridin-4-yl]-[1,3,4]oxadiazol-2-ylamino}-propionic acid ethyl ester (45 mg, 0.09 mmol, 1.0 eq) and LiOH (5 mg, 0.18 mmol, 2 eq) in THF-H2O (1:1) (0.5 mL) was stirred at RT for 2 hr. The pH was adjusted to pH 5 with 1N HCl and the mixture was diluted with EtOAc, washed with brine, and dried over anhydrous MgSO4. Filtration and solvent removal resulted in a residue that was washed with ether to give rise to the desired product (41 mg). LC/MS (Met... Reactants: N1(CCOCC1)C(=O)N1CC(CC(C1)C1=CC=C(C=C1)C(F)(F)F)C(N)=S (1-(Morpholin-4-ylcarbonyl)-5-[4-(trifluoromethyl)phenyl]piperidine-3-carbothioamide), ClCC(=O)C1=CC=C(C=C1)F (2-chloro-1-(4-fluorophenyl)ethanone). Product: FC1=CC=C(C=C1)C=1N=C(SC1)C1CN(CC(C1)C1=CC=C(C=C1)C(F)(F)F)C(=O)N1CCOCC1 ({(3-[4-(4-Fluorophenyl)-1,3-thiazol-2-yl]-5-[4-(trifluoromethyl)phenyl]piperidin-1-yl}-carbonyl)morpholine). As a reaction SMILES: [N:1]1([C:7]([N:9]2[CH2:14][CH:13]([C:15]3[CH:20]=[CH:19][C:18]([C:21]([F:24])([F:23])[F:22])=[CH:17][CH:16]=3)[CH2:12][CH:11]([C:25](=[S:27])[NH2:26])[CH2:10]2)=[O:8])[CH2:6][CH2:5][O:4][CH2:3][CH2:2]1.Cl[CH2:29][C:30]([C:32]1[CH:37]=[CH:36][C:35]([F:38])=[CH:34][CH:33]=1)=O>>[F:38][C:35]1[CH:36]=[CH:37][C:32]([C:30]2[N:26]=[C:25]([CH:11]3[CH2:12][CH:13]([C:15]4[CH:20]=[CH:19][C:18]([C:21]([F:22])([F:23])[F:24])=[CH:17][CH:16]=4)[CH2:14][N:9]([C:7]([N:1]4[CH2:6][CH2:5][O:4][CH2:3][CH2:2]4)=[O:8])[CH2:10]3)[S:27][CH:29]=2)=[CH:33][CH:34]=1. Procedure details: 100 mg (0.152 mmol) of 1-(morpholin-4-ylcarbonyl)-5-[4-(trifluoromethyl)phenyl]piperidine-3-carbothioamide (Example 53A) and 32 mg (0.182 mmol) of 2-chloro-1-(4-fluorophenyl)ethanone were reacted according to the General Method 3. Yield: 30 mg (39% of theory) Starting materials: Cl (HCl), FC1=C(CN)C=CC=C1Cl (2-fluoro-3-chlorobenzylamine), TEA, C(C=C)(=O)Cl (acryloyl chloride). The solvent is C1CCOC1 (THF), CCOC(=O)C (EtOAc). Run at temperature 23 celsius, time 2 hour. Yields the product ClC=1C(=C(CNC(C=C)=O)C=CC1)F (N-(3-Chloro-2-fluoro-benzyl)-acrylamide). Reaction SMILES: [F:1][C:2]1[C:9]([Cl:10])=[CH:8][CH:7]=[CH:6][C:3]=1[CH2:4][NH2:5].[C:11](Cl)(=[O:14])[CH:12]=[CH2:13].Cl>C1COCC1.CCOC(C)=O>[Cl:10][C:9]1[C:2]([F:1])=[C:3]([CH:6]=[CH:7][CH:8]=1)[CH2:4][NH:5][C:11](=[O:14])[CH:12]=[CH2:13]. Procedure details: To a solution of 2-fluoro-3-chlorobenzylamine (1 g, 6.27 mmol) and TEA (1.05 mL, 7.52 mmol) in THF (20.9 mL) was added acryloyl chloride (0.61 mL, 7.52 mmol) dropwise and the reaction mixture was stirred at 23° C. for 2 h. The reaction mixture was diluted in EtOAc, HCl 1N was added and the layers separated. The aqueous layer was extracted again with EtOAc and the combined organic layers were dried, filtered and concentrated to dryness. The crude residue was purified by flash column chromatograph... The reactants are CCCCCCCN(CCc1csc(SC(C)(C)C(=O)OC(C)(C)C)n1)C(=O)Nc1ccc(F)cc1F, O=CO, O. Product: CCCCCCCN(CCc1csc(SC(C)(C)C(=O)O)n1)C(=O)Nc1ccc(F)cc1F. As a reaction SMILES: [C:1]([CH3:2])([CH3:3])([CH3:4])[O:5][C:6]([C:7]([CH3:8])([CH3:9])[S:10][c:11]1[s:12][cH:13][c:14]([CH2:16][CH2:17][N:18]([C:19](=[O:20])[NH:21][c:22]2[c:23]([F:29])[cH:24][c:25]([F:28])[cH:26][cH:27]2)[CH2:30][CH2:31][CH2:32][CH2:33][CH2:34][CH2:35][CH3:36])[n:15]1)=[O:37].[CH:38]([OH:39])=[O:40].[OH2:41]>>[O:5]=[C:6]([C:7]([CH3:8])([CH3:9])[S:10][c:11]1[s:12][cH:13][c:14]([CH2:16][CH2:17][N:18]([C:19](=[O:20])[NH:21][c:22]2[c:23]([F:29])[cH:24][c:25]([F:28])[cH:26][cH:27]2)[CH2:30][CH2:31][CH2:32][CH2:33][CH2:34][CH2:35][CH3:36])[n:15]1)[OH:37]. Starting materials: ClCC(=O)N1CCN(CC1)S(=O)(=O)C1=CC2=CC=CC=C2C=C1 (2-chloro-1-(4-(naphthalen-2-ylsulfonyl)piperazin-1-yl)ethanone), ClCC(=O)N1CCN(CC1)S(=O)(=O)C1=CC2=CC=CC=C2C=C1 (2-chloro-1-(4-(naphthalen-2-ylsulfonyl)piperazin-1-yl)ethanone), C1CCOC1 (THF), CN (methyl amine). Solvent: O (water). Conditions: time 8 hour. The product is CNCC(=O)N1CCN(CC1)S(=O)(=O)C1=CC2=CC=CC=C2C=C1 (2-(Methylamino)-1-(4-(naphthalen-2-ylsulfonyl)piperazin-1-yl)ethanone). Isolated yield 22.9%. Reaction SMILES: Cl[CH2:2][C:3]([N:5]1[CH2:10][CH2:9][N:8]([S:11]([C:14]2[CH:23]=[CH:22][C:21]3[C:16](=[CH:17][CH:18]=[CH:19][CH:20]=3)[CH:15]=2)(=[O:13])=[O:12])[CH2:7][CH2:6]1)=[O:4].C1COCC1.[CH3:29][NH2:30]>O>[CH3:29][NH:30][CH2:2][C:3]([N:5]1[CH2:10][CH2:9][N:8]([S:11]([C:14]2[CH:23]=[CH:22][C:21]3[C:16](=[CH:17][CH:18]=[CH:19][CH:20]=3)[CH:15]=2)(=[O:13])=[O:12])[CH2:7][CH2:6]1)=[O:4]. Procedure details: To a stirred solution of 2-chloro-1-(4-(naphthalen-2-ylsulfonyl)piperazin-1-yl)ethanone (compound 5, 0.1 g, 0.85 mmol) in THF (10 mL) diisopropyl ethyl amine (81 mg, 0.62 mmol) was added at 0° C. followed by methyl amine solution (30% solution, 10 mL). The reaction mixture was allowed to stir for overnight at room temperature. The reaction mixture was poured into a large volume of water (50 mL) and the solution was extracted with ethyl acetate. The combined organic extract was dried over anhydro...